Dataset: the Open Reaction Database (ORD), a public repository of structured organic reaction records. Task: describe an organic reaction: reactants, conditions, products, and yield Reaction SMILES: [BH4-:25].[CH3:28][OH:29].[CH:1]1([N:7]([C:8](=[O:9])[NH:10][c:11]2[s:12][c:13]([CH:16]=[O:17])[cH:14][n:15]2)[CH:18]2[CH2:19][CH2:20][CH:21]([CH3:24])[CH2:22][CH2:23]2)[CH2:2][CH2:3][CH2:4][CH2:5][CH2:6]1.[Na+:26].[OH2:27]>>[CH:1]1([N:7]([C:8](=[O:9])[NH:10][c:11]2[s:12][c:13]([CH2:16][OH:17])[cH:14][n:15]2)[CH:18]2[CH2:19][CH2:20][CH:21]([CH3:24])[CH2:22][CH2:23]2)[CH2:2][CH2:3][CH2:4][CH2:5][CH2:6]1. Starting materials: [BH4-], CO, CC1CCC(N(C(=O)Nc2ncc(C=O)s2)C2CCCCC2)CC1, [Na+], O. Product: CC1CCC(N(C(=O)Nc2ncc(CO)s2)C2CCCCC2)CC1. Starting materials: NC=1SC(=C(N1)C)C=1C=C(C(=NC1)Cl)NS(=O)(=O)C1=CC=CC=C1 (N-[5-(2-amino-4-methyl-1,3-thiazol-5-yl)-2-chloropyridin-3-yl]benzenesulfonamide), ClC1=NC=C(C(=O)Cl)C=C1 (6-chloronicotinoyl chloride). Product: C1(=CC=CC=C1)S(=O)(=O)NC=1C=C(C=NC1Cl)C1=C(N=C(S1)NC(C1=CN=C(C=C1)Cl)=O)C (N-[5-(5-Benzenesulfonylamino-6-chloropyridin-3-yl)-4-methyl-1,3-thiazol-2-yl]-6-chloronicotinamide). As a reaction SMILES: [NH2:1][C:2]1[S:3][C:4]([C:8]2[CH:9]=[C:10]([NH:15][S:16]([C:19]3[CH:24]=[CH:23][CH:22]=[CH:21][CH:20]=3)(=[O:18])=[O:17])[C:11]([Cl:14])=[N:12][CH:13]=2)=[C:5]([CH3:7])[N:6]=1.[Cl:25][C:26]1[CH:34]=[CH:33][C:29]([C:30](Cl)=[O:31])=[CH:28][N:27]=1>>[C:19]1([S:16]([NH:15][C:10]2[CH:9]=[C:8]([C:4]3[S:3][C:2]([NH:1][C:30](=[O:31])[C:29]4[CH:33]=[CH:34][C:26]([Cl:25])=[N:27][CH:28]=4)=[N:6][C:5]=3[CH3:7])[CH:13]=[N:12][C:11]=2[Cl:14])(=[O:18])=[O:17])[CH:20]=[CH:21][CH:22]=[CH:23][CH:24]=1. Reported procedure: Using an analogous method to that described in Example 51, N-[5-(2-amino-4-methyl-1,3-thiazol-5-yl)-2-chloropyridin-3-yl]benzenesulfonamide was reacted with 6-chloronicotinoyl chloride. The reaction product was purified by preparative HPLC (Method A) to give the title product (retention time 8.5 minutes); 1H NMR Spectrum: (DMSO-d6+D2O) 8.58 (2H, dd); 8.44 (1H, d); 8.02 (3H, d); 7.86 (1H, t); 7.71 (2H, t); 7.51 (2H, d); 2.28 (3H, s); Mass Spectrum: M+H+ 520. Procedure: The title compound is prepared in 69% yield from the reaction of octadecanoyl chloride with 1-cyclohexyloxy-4-hydroxy-2,2,6,6-tetramethylpiperidine following the procedure in Example 17. Purification (Waters Prep. 500A HPLC, 100:1 heptane:ethyl acetate) yields a white solid, m.p. 44°-47° C. Product: C1(CCCCC1)ON1C(CC(CC1(C)C)OC(CCCCCCCCCCCCCCCCC)=O)(C)C (1-Cyclohexyloxy-4-octadecanoyloxy-2,2,6,6-tetramethylpiperidine). The reactants are C(CCCCCCCCCCCCCCCCC)(=O)Cl (octadecanoyl chloride), C1(CCCCC1)ON1C(CC(CC1(C)C)O)(C)C (1-cyclohexyloxy-4-hydroxy-2,2,6,6-tetramethylpiperidine). Reaction SMILES: [C:1](Cl)(=[O:19])[CH2:2][CH2:3][CH2:4][CH2:5][CH2:6][CH2:7][CH2:8][CH2:9][CH2:10][CH2:11][CH2:12][CH2:13][CH2:14][CH2:15][CH2:16][CH2:17][CH3:18].[CH:21]1([O:27][N:28]2[C:33]([CH3:35])([CH3:34])[CH2:32][CH:31]([OH:36])[CH2:30][C:29]2([CH3:38])[CH3:37])[CH2:26][CH2:25][CH2:24][CH2:23][CH2:22]1>>[CH:21]1([O:27][N:28]2[C:29]([CH3:37])([CH3:38])[CH2:30][CH:31]([O:36][C:1](=[O:19])[CH2:2][CH2:3][CH2:4][CH2:5][CH2:6][CH2:7][CH2:8][CH2:9][CH2:10][CH2:11][CH2:12][CH2:13][CH2:14][CH2:15][CH2:16][CH2:17][CH3:18])[CH2:32][C:33]2([CH3:35])[CH3:34])[CH2:22][CH2:23][CH2:24][CH2:25][CH2:26]1. The yield is 69.0%. The reactants are CN(C)C=O, CC1(Cn2cc([N+](=O)[O-])nc2Cl)CO1, FC(F)(F)Oc1ccc(N2CCNCC2)cc1, O. Yields the product CC(O)(CN1CCN(c2ccc(OC(F)(F)F)cc2)CC1)Cn1cc([N+](=O)[O-])nc1Cl. Reaction SMILES: [CH3:33][N:34]([CH3:35])[CH:36]=[O:37].[Cl:1][c:2]1[n:3]([CH2:10][C:11]2([CH3:14])[O:12][CH2:13]2)[cH:4][c:5]([N+:7](=[O:8])[O-:9])[n:6]1.[F:15][C:16]([O:17][c:18]1[cH:19][cH:20][c:21]([N:24]2[CH2:25][CH2:26][NH:27][CH2:28][CH2:29]2)[cH:22][cH:23]1)([F:30])[F:31].[OH2:32]>>[Cl:1][c:2]1[n:3]([CH2:10][C:11]([OH:12])([CH2:13][N:27]2[CH2:26][CH2:25][N:24]([c:21]3[cH:20][cH:19][c:18]([O:17][C:16]([F:15])([F:30])[F:31])[cH:23][cH:22]3)[CH2:29][CH2:28]2)[CH3:14])[cH:4][c:5]([N+:7](=[O:8])[O-:9])[n:6]1. Starting materials: ClC=1C=C2C(C(NC2=CC1F)=O)(C=1C(=NC=CC1)OCC)C(C(=O)OC)C(=O)[O-] (monomethyl 2-[5-chloro-3-(2-ethoxypyridin-3-yl)-6-fluoro-2-oxo-2,3-dihydro-1H-indol-3-yl]malonate), C(=O)=O (CO2). Product: ClC=1C=C2C(C(NC2=CC1F)=O)(C=1C(=NC=CC1)OCC)CC(=O)OC (methyl [5-chloro-3-(2-ethoxypyridin-3-yl)-6-fluoro-2-oxo-2,3-dihydro-1H-indol-3-yl]acetate). Reaction SMILES: [Cl:1][C:2]1[CH:3]=[C:4]2[C:8](=[CH:9][C:10]=1[F:11])[NH:7][C:6](=[O:12])[C:5]2([CH:22](C([O-])=O)[C:23]([O:25][CH3:26])=[O:24])[C:13]1[C:14]([O:19][CH2:20][CH3:21])=[N:15][CH:16]=[CH:17][CH:18]=1.C(=O)=O>>[Cl:1][C:2]1[CH:3]=[C:4]2[C:8](=[CH:9][C:10]=1[F:11])[NH:7][C:6](=[O:12])[C:5]2([CH2:22][C:23]([O:25][CH3:26])=[O:24])[C:13]1[C:14]([O:19][CH2:20][CH3:21])=[N:15][CH:16]=[CH:17][CH:18]=1. Procedure: The resulting monomethyl 2-[5-chloro-3-(2-ethoxypyridin-3-yl)-6-fluoro-2-oxo-2,3-dihydro-1H-indol-3-yl]malonate (4.58 g) was heated in a one-neck flask under a blanket of nitrogen to 150° C. During this, CO2 gas was evolved and methyl [5-chloro-3-(2-ethoxypyridin-3-yl)-6-fluoro-2-oxo-2,3-dihydro-1H-indol-3-yl]acetate was formed. The reaction mixture was cooled to room temperature, and the substance was mixed with methanol. The crystals which formed were stored in a refrigerator at 5° C. overnigh... As a reaction SMILES: O.[Na].[Na].[C:4]([C:9]1[N:10]=[N:11][NH:12][C:13]=1[SH:14])([O:6][CH2:7][CH3:8])=[O:5].CC(O[CH2:19][C:20]1[CH2:29][S:28][C@@H:23]2[C@H:24]([NH2:27])[C:25](=[O:26])[N:22]2[C:21]=1[C:30]([OH:32])=[O:31])=O.C(=O)(O)[O-].[Na+].Cl>C(O)(=O)C.CC(C)=O.O>[NH2:27][CH:24]1[C:25](=[O:26])[N:22]2[C:21]([C:30]([OH:32])=[O:31])=[C:20]([CH2:19][S:14][C:13]3[NH:12][N:11]=[N:10][C:9]=3[C:4]([O:6][CH2:7][CH3:8])=[O:5])[CH2:29][S:28][C@H:23]12 |f:0.1.2.3,5.6,^1:1,2|. The solvent is C(C)(=O)O (acetic acid), O (water), CC(=O)C (acetone). Product: NC1[C@@H]2N(C(=C(CS2)CSC2=C(N=NN2)C(=O)OCC)C(=O)O)C1=O (7-Amino-3-(4-carbethoxy-1,2,3-triazol-5-ylthiomethyl)-3-cephem-4-carboxylic acid). Starting materials: O.[Na].[Na].C(=O)(OCC)C=1N=NNC1S (4-Carbethoxy-1,2,3-triazole-5-thiol disodium salt hydrate), Cl (hydrochloric acid), CC(=O)OCC1=C(N2[C@@H]([C@@H](C2=O)N)SC1)C(=O)O (7-aminocephalosporanic acid), C([O-])(O)=O.[Na+] (sodium bicarbonate). Reported procedure: 4-Carbethoxy-1,2,3-triazole-5-thiol disodium salt hydrate (3.0 g., 13.8 mmol.) was added to a solution of 2.79 g. (10.2 mmol.) of 7-aminocephalosporanic acid and 1.72 g. (20.5 mmol.) of sodium bicarbonate in 40 ml. of water and 10 ml. of acetone. The reaction mixture was acidified to pH 7.2 with glacial acetic acid then refluxed for 2.5 hours. The cooled mixture was acidified to pH 3.9 with 3N hydrochloric acid and the precipitated solid was collected, washed with water and acetone and dried (P2... Starting materials: ClC1=CC=C(C=C1)P(OCC)(=O)C1(CC1)C#N (ethyl (4-chlorophenyl)(1-cyanocyclopropyl)phosphinate), Br[Si](C)(C)C (bromotrimethylsilane). Solvent: C(Cl)(Cl)Cl (chloroform). Conditions: time 18 hour. Yields the product ClC1=CC=C(C=C1)P(O)(=O)C1(CC1)C#N ((4-chlorophenyl)(1-cyanocyclopropyl)phosphinic acid). Yield: 111.7%. Reaction SMILES: [Cl:1][C:2]1[CH:7]=[CH:6][C:5]([P:8]([C:13]2([C:16]#[N:17])[CH2:15][CH2:14]2)(=[O:12])[O:9]CC)=[CH:4][CH:3]=1.Br[Si](C)(C)C>C(Cl)(Cl)Cl>[Cl:1][C:2]1[CH:7]=[CH:6][C:5]([P:8]([C:13]2([C:16]#[N:17])[CH2:14][CH2:15]2)(=[O:9])[OH:12])=[CH:4][CH:3]=1. Procedure details: 0.150 g (0.556 mmol) of ethyl (4-chlorophenyl)(1-cyanocyclopropyl)phosphinate was dissolved in 20 ml of chloroform, and 0.511 g (3.337 mmol) of bromotrimethylsilane was added. After stirring at room temperature for 18 hours, the solvent was removed, the residue was taken up in water and the solution was concentrated again by rotary evaporation. After column chromatography, 0.150 g (94.9% of theory) of (4-chlorophenyl)(1-cyanocyclopropyl)phosphinic acid was obtained.